This data is from the Open Reaction Database (ORD), a public repository of structured organic reaction records. The task is: describe an organic reaction: reactants, conditions, products, and yield The reactants are CCOc1cc(C(CC(=O)O)N2Cc3cccc(NC(C)=O)c3C2=O)ccc1OC(F)F, O=C(n1ccnc1)n1ccnc1, C1CCOC1, Cl, NO. The product is CCOc1cc(C(CC(=O)NO)N2Cc3cccc(NC(C)=O)c3C2=O)ccc1OC(F)F. As a reaction SMILES: [C:1]([CH3:2])(=[O:3])[NH:4][c:5]1[cH:6][cH:7][cH:8][c:9]2[c:13]1[C:12](=[O:14])[N:11]([CH:15]([CH2:16][C:17](=[O:18])[OH:19])[c:20]1[cH:21][c:22]([O:30][CH2:31][CH3:32])[c:23]([O:26][CH:27]([F:28])[F:29])[cH:24][cH:25]1)[CH2:10]2.[C:33]([n:34]1[cH:35][cH:36][n:37][cH:38]1)([n:39]1[cH:40][cH:41][n:42][cH:43]1)=[O:44].[CH2:48]1[O:49][CH2:50][CH2:51][CH2:52]1.[ClH:45].[NH2:46][OH:47]>>[C:1]([CH3:2])(=[O:3])[NH:4][c:5]1[cH:6][cH:7][cH:8][c:9]2[c:13]1[C:12](=[O:14])[N:11]([CH:15]([CH2:16][C:17](=[O:18])[NH:46][OH:47])[c:20]1[cH:21][c:22]([O:30][CH2:31][CH3:32])[c:23]([O:26][CH:27]([F:28])[F:29])[cH:24][cH:25]1)[CH2:10]2.